Dataset: the Open Reaction Database (ORD), a public repository of structured organic reaction records. Task: describe an organic reaction: reactants, conditions, products, and yield Yields the product Cn1cc(C(F)c2cccc(Br)n2)nn1. Starting materials: C[Si](C)(C)Cn1cc(C(F)c2cccc(Br)n2)nn1, CCCC[N+](CCCC)(CCCC)CCCC, C1CCOC1, [F-], O. As a reaction SMILES: [Br:1][c:2]1[n:3][c:4]([CH:8]([c:9]2[n:10][n:11][n:12]([CH2:14][Si:15]([CH3:16])([CH3:17])[CH3:18])[cH:13]2)[F:19])[cH:5][cH:6][cH:7]1.[CH2:21]([N+:22]([CH2:23][CH2:24][CH2:25][CH3:26])([CH2:27][CH2:28][CH2:29][CH3:30])[CH2:31][CH2:32][CH2:33][CH3:34])[CH2:35][CH2:36][CH3:37].[CH2:38]1[O:39][CH2:40][CH2:41][CH2:42]1.[F-:20].[OH2:43]>>[Br:1][c:2]1[n:3][c:4]([CH:8]([c:9]2[n:10][n:11][n:12]([CH3:14])[cH:13]2)[F:19])[cH:5][cH:6][cH:7]1. The reactants are COc1cc2c(ccn2S(=O)(=O)c2ccccc2)c2c1OCCNC2C, CCO, [Na+], [OH-]. Yields the product COc1cc2[nH]ccc2c2c1OCCNC2C. Reaction SMILES: [CH3:1][O:2][c:3]1[c:4]2[c:5]([c:6]3[cH:7][cH:8][n:9]([S:12]([c:13]4[cH:14][cH:15][cH:16][cH:17][cH:18]4)(=[O:19])=[O:20])[c:10]3[cH:11]1)[CH:21]([CH3:26])[NH:22][CH2:23][CH2:24][O:25]2.[CH3:29][CH2:30][OH:31].[Na+:28].[OH-:27]>>[CH3:1][O:2][c:3]1[c:4]2[c:5]([c:6]3[cH:7][cH:8][nH:9][c:10]3[cH:11]1)[CH:21]([CH3:26])[NH:22][CH2:23][CH2:24][O:25]2. Starting materials: BrC=1C=C(C(=O)OCC2=CC=CC=C2)C=CC1C#N (phenylmethyl 3-bromo-4-cyanobenzoate), CC(C)(C)N(C([O-])=O)[C@@H]1CC[C@H](CC1)N (1,1-dimethylethyl(trans-4-aminocyclohexyl)carbamate), C([O-])([O-])=O.[Cs+].[Cs+] (cesium carbonate), CC1(C2=C(C(=CC=C2)P(C3=CC=CC=C3)C4=CC=CC=C4)OC5=C(C=CC=C51)P(C6=CC=CC=C6)C7=CC=CC=C7)C (XANTPHOS). The reagents and catalysts are C=1C=CC(=CC1)/C=C/C(=O)/C=C/C2=CC=CC=C2.C=1C=CC(=CC1)/C=C/C(=O)/C=C/C2=CC=CC=C2.C=1C=CC(=CC1)/C=C/C(=O)/C=C/C2=CC=CC=C2.[Pd].[Pd] (tris(dibenzylideneacetone)dipalladium(0)). The solvent is O1CCOCC1 (dioxane), O (water). Run at temperature 95 celsius, time 24 hour. Yields the product C(#N)C1=C(C=C(C(=O)OCC2=CC=CC=C2)C=C1)N[C@@H]1CC[C@H](CC1)NC(=O)OC(C)(C)C (phenylmethyl 4-cyano-3-{[trans-4-({[(1,1-dimethylethyl)oxy]carbonyl}-amino)cyclohexyl]amino}benzoate). The yield is 500.0%. Reaction SMILES: Br[C:2]1[CH:3]=[C:4]([CH:15]=[CH:16][C:17]=1[C:18]#[N:19])[C:5]([O:7][CH2:8][C:9]1[CH:14]=[CH:13][CH:12]=[CH:11][CH:10]=1)=[O:6].CC([N:24]([C@H:28]1[CH2:33][CH2:32][C@H:31]([NH2:34])[CH2:30][CH2:29]1)[C:25](=[O:27])[O-:26])(C)C.C(=O)([O-])[O-].[Cs+].[Cs+].[CH3:41][C:42]1(C)[C:68]2C(=C(P(C3C=CC=CC=3)C3C=CC=CC=3)C=CC=2)OC2C(P(C3C=CC=CC=3)C3C=CC=CC=3)=CC=C[C:43]1=2>C1C=CC(/C=C/C(/C=C/C2C=CC=CC=2)=O)=CC=1.C1C=CC(/C=C/C(/C=C/C2C=CC=CC=2)=O)=CC=1.C1C=CC(/C=C/C(/C=C/C2C=CC=CC=2)=O)=CC=1.[Pd].[Pd].O.O1CCOCC1>[C:18]([C:17]1[CH:16]=[CH:15][C:4]([C:5]([O:7][CH2:8][C:9]2[CH:14]=[CH:13][CH:12]=[CH:11][CH:10]=2)=[O:6])=[CH:3][C:2]=1[NH:34][C@H:31]1[CH2:30][CH2:29][C@H:28]([NH:24][C:25]([O:26][C:42]([CH3:68])([CH3:43])[CH3:41])=[O:27])[CH2:33][CH2:32]1)#[N:19] |f:2.3.4,6.7.8.9.10|. Reported procedure: A pressure vessel containing a magnetic stirbar was charged with phenylmethyl 3-bromo-4-cyanobenzoate (100 mg, 0.32 mmol), 1,1-dimethylethyl(trans-4-aminocyclohexyl)carbamate (69 mg, 0.32 mmol), cesium carbonate (125 mg, 0.38 mmol), XANTPHOS (19 mg, 0.032 mmol), tris(dibenzylideneacetone)dipalladium(0) (15 mg, 0.016 mmol) and dioxane (1.5 mL). The vessel was then sealed and heated to 95° C. The suspension was stirred for approximately 24 h at that temperature and was then allowed to cool to room... Starting materials: N1=CC(=CC=C1)CNC(=O)C1=C(N=C(S1)Br)C (2-bromo-4-methyl-thiazole-5-carboxylic acid (pyridine-3-ylmethyl)-amide), N1N=CC=C1B(O)O (1H-pyrazole-5-boronic acid), C([O-])([O-])=O.[K+].[K+] (potassium carbonate). Reagents/catalysts: C=1C=CC(=CC1)[P](C=2C=CC=CC2)(C=3C=CC=CC3)[Pd]([P](C=4C=CC=CC4)(C=5C=CC=CC5)C=6C=CC=CC6)([P](C=7C=CC=CC7)(C=8C=CC=CC8)C=9C=CC=CC9)[P](C=1C=CC=CC1)(C=1C=CC=CC1)C=1C=CC=CC1 (Pd(PPh3)4). The solvent is C1(=CC=CC=C1)C (toluene), O (water), C(C)O (ethanol). Run at temperature 100 celsius. The product is N1=CC(=CC=C1)CNC(=O)C1=C(N=C(S1)C=1NN=CC1)C (4-methyl-2-(2H-pyrazol-3-yl)-thiazole-5-carboxylic acid (pyridine-3-ylmethyl)amide). Yield: 87.7%. As a reaction SMILES: [N:1]1[CH:6]=[CH:5][CH:4]=[C:3]([CH2:7][NH:8][C:9]([C:11]2[S:15][C:14](Br)=[N:13][C:12]=2[CH3:17])=[O:10])[CH:2]=1.[NH:18]1[C:22](B(O)O)=[CH:21][CH:20]=[N:19]1.C(=O)([O-])[O-].[K+].[K+]>C1(C)C=CC=CC=1.O.C(O)C.C1C=CC([P]([Pd]([P](C2C=CC=CC=2)(C2C=CC=CC=2)C2C=CC=CC=2)([P](C2C=CC=CC=2)(C2C=CC=CC=2)C2C=CC=CC=2)[P](C2C=CC=CC=2)(C2C=CC=CC=2)C2C=CC=CC=2)(C2C=CC=CC=2)C2C=CC=CC=2)=CC=1>[N:1]1[CH:6]=[CH:5][CH:4]=[C:3]([CH2:7][NH:8][C:9]([C:11]2[S:15][C:14]([C:22]3[NH:18][N:19]=[CH:20][CH:21]=3)=[N:13][C:12]=2[CH3:17])=[O:10])[CH:2]=1 |f:2.3.4,^1:46,48,67,86|. Procedure details: To a solution of 2-bromo-4-methyl-thiazole-5-carboxylic acid (pyridine-3-ylmethyl)-amide (5.0 g, 16.0 mmol) in toluene (30 mL), water (10 mL) and ethanol (10 mL) was added 1H-pyrazole-5-boronic acid (2.15 g, 19.2 mmol), Pd(PPh3)4 (1.85 g, 1.60 mmol), and potassium carbonate (6.64 g, 48.1 mmol). The resulting mixture was degassed three times and heated to 100° C. for 16 hr. The reaction mixture was cooled to room temperature, diluted with ethyl acetate (200 mL) and washed with brine (2×100 mL). T... Reactants: C1CC2CC(=O)CC1N2.Cl (nortropinone hydrochloride), C1(=CC=CC=C1)NN (phenylhydrazine), Cl (hydrogen chloride). The solvent is CO (methanol), CC(C)O (2-propanol). Conditions: time 24 hour. Product: N1C2CCC1C1=C(NC3=CC=CC=C13)C2 (5,6,7,8,9,10-hexahydro-7,10-iminocyclohept[b]indole). Yield: 68.4%. As a reaction SMILES: [CH2:1]1[CH:8]2[NH:9][CH:3]([CH2:4][C:5]([CH2:7]2)=O)[CH2:2]1.Cl.[C:11]1([NH:17]N)[CH:16]=[CH:15][CH:14]=[CH:13][CH:12]=1.Cl>CC(O)C.CO>[NH:9]1[CH:8]2[C:7]3[C:16]4[C:11](=[CH:12][CH:13]=[CH:14][CH:15]=4)[NH:17][C:5]=3[CH2:4][CH:3]1[CH2:2][CH2:1]2 |f:0.1|. Procedure: Method A, A solution of nortropinone hydrochloride (10.0 g, 61.9 mmol) and phenylhydrazine (7.7 g, 71.2 mmol) in 175 mL of 2-propanol was refluxed for 30 minutes, then it was allowed to cool to room temperature, saturated with hydrogen chloride, and heated under reflux for an additional 10 hours. The resulting solution was concentrated under reduced pressure to give a dark residue which was dissolved in methanol. Amberlite IRA-400 resin (pre-washed with methanol) was added until the pH exceeded ...